describe an organic reaction: reactants, conditions, products, and yield From a dataset of the Open Reaction Database (ORD), a public repository of structured organic reaction records. The reactants are C(C)OC(NC1=CC(=CC=C1)C=1N(C2=CC(=CC=C2C1C#N)O)CC)=O ([3-(3-cyano-1-ethyl-6-hydroxy-1H-indol-2-yl)-phenyl]-carbamic acid ethyl ester), C(=O)([O-])[O-].[K+].[K+] (K2CO3), BrCCCCl (3-bromo-1-chloropropane), O (water). Run in CN(C)C=O (DMF). Run at temperature 50 celsius, time 8 hour. Product: C(C)OC(NC1=CC(=CC=C1)C=1N(C2=CC(=CC=C2C1C#N)OCCCN1CCCC1)CC)=O ({3-[3-cyano-1-ethyl-6-(3-pyrrolidin-1-yl-propoxy)-1H-indol-2-yl]-phenyl}-carbamic acid ethyl ester). Yield: 164.1%. RXN SMILES: [CH2:1]([O:3][C:4](=[O:26])[NH:5][C:6]1[CH:11]=[CH:10][CH:9]=[C:8]([C:12]2[N:13]([CH2:24][CH3:25])[C:14]3[C:19]([C:20]=2[C:21]#[N:22])=[CH:18][CH:17]=[C:16]([OH:23])[CH:15]=3)[CH:7]=1)[CH3:2].C([O-])([O-])=O.[K+].[K+].Br[CH2:34][CH2:35][CH2:36]Cl.O>CN(C=O)C>[CH2:1]([O:3][C:4](=[O:26])[NH:5][C:6]1[CH:11]=[CH:10][CH:9]=[C:8]([C:12]2[N:13]([CH2:24][CH3:25])[C:14]3[C:19]([C:20]=2[C:21]#[N:22])=[CH:18][CH:17]=[C:16]([O:23][CH2:34][CH2:35][CH2:36][N:13]2[CH2:14][CH2:19][CH2:20][CH2:12]2)[CH:15]=3)[CH:7]=1)[CH3:2] |f:1.2.3|. Procedure details: To a solution of [3-(3-cyano-1-ethyl-6-hydroxy-1H-indol-2-yl)-phenyl]-carbamic acid ethyl ester (1.2 g, 2.91 mmol) in DMF (10 mL) is added K2CO3 (538 mg, 3.9 mmol) and 3-bromo-1-chloropropane (383 uL, 3.9 mmol) and the reaction is stirred for overnight at 50° C. The reaction mixture is then poured into cold water and the precipitate is collected by filtration and washed with hexane and dried in vacuo to afford 1.1 g, 89% of the desired product.